This data is from the Open Reaction Database (ORD), a public repository of structured organic reaction records. The task is: describe an organic reaction: reactants, conditions, products, and yield Reactants: C1COCCO1, CC#N, N#Cc1ccc(Cl)nc1, O=C(O)C(F)(F)F, CCOC(=O)CC1CCc2cc(OCCCN)ccc21. The product is CCOC(=O)CC1CCc2cc(OCCCNc3ccc(C#N)cn3)ccc21. Reaction SMILES: [CH2:40]1[O:41][CH2:42][CH2:43][O:44][CH2:45]1.[CH3:37][C:38]#[N:39].[Cl:1][c:2]1[n:3][cH:4][c:5]([C:6]#[N:7])[cH:8][cH:9]1.[F:10][C:11]([F:12])([F:13])[C:14]([OH:15])=[O:16].[NH2:17][CH2:18][CH2:19][CH2:20][O:21][c:22]1[cH:23][c:24]2[c:28]([cH:29][cH:30]1)[CH:27]([CH2:31][C:32](=[O:33])[O:34][CH2:35][CH3:36])[CH2:26][CH2:25]2>>[c:2]1([NH:17][CH2:18][CH2:19][CH2:20][O:21][c:22]2[cH:23][c:24]3[c:28]([cH:29][cH:30]2)[CH:27]([CH2:31][C:32](=[O:33])[O:34][CH2:35][CH3:36])[CH2:26][CH2:25]3)[n:3][cH:4][c:5]([C:6]#[N:7])[cH:8][cH:9]1. Yields the product COC(=O)NN(C(=O)c1nc(Cl)cc(C)c1NC(=O)c1cc(Br)nn1-c1ncccc1Cl)C(C)C. Starting materials: Cc1cc(Cl)nc(C(=O)N(N)C(C)C)c1NC(=O)c1cc(Br)nn1-c1ncccc1Cl, COC(=O)Cl, c1ccncc1. As a reaction SMILES: [Cl:1][c:2]1[cH:3][c:4]([CH3:31])[c:5]([NH:15][C:16](=[O:17])[c:18]2[n:19](-[c:24]3[n:25][cH:26][cH:27][cH:28][c:29]3[Cl:30])[n:20][c:21]([Br:23])[cH:22]2)[c:6]([C:8](=[O:9])[N:10]([NH2:11])[CH:12]([CH3:13])[CH3:14])[n:7]1.[Cl:32][C:33](=[O:34])[O:35][CH3:36].[cH:37]1[cH:38][cH:39][n:40][cH:41][cH:42]1>>[Cl:1][c:2]1[cH:3][c:4]([CH3:31])[c:5]([NH:15][C:16](=[O:17])[c:18]2[n:19](-[c:24]3[n:25][cH:26][cH:27][cH:28][c:29]3[Cl:30])[n:20][c:21]([Br:23])[cH:22]2)[c:6]([C:8](=[O:9])[N:10]([NH:11][C:33](=[O:34])[O:35][CH3:36])[CH:12]([CH3:13])[CH3:14])[n:7]1. Starting materials: CC(C(=O)OCC1=C(C=C(C=C1C(C)C)C(C)C)C(C)C)C(CC)=O (2,4,6-triisopropylbenzyl 2-methyl-3-oxopentanoate), [B-](F)(F)(F)F.[B-](F)(F)(F)F.C1C[N+]2(CC[N+]1(CC2)CCl)F (F-TEDA). The reagents and catalysts are catalyst C7. As a reaction SMILES: [CH3:1][CH:2]([C:22](=[O:25])[CH2:23][CH3:24])[C:3]([O:5][CH2:6][C:7]1[C:12]([CH:13]([CH3:15])[CH3:14])=[CH:11][C:10]([CH:16]([CH3:18])[CH3:17])=[CH:9][C:8]=1[CH:19]([CH3:21])[CH3:20])=[O:4].[B-](F)(F)(F)[F:27].[B-](F)(F)(F)F.C1[N+]2(CCl)CC[N+](F)(CC2)C1>O>[F:27][C:2]([CH3:1])([C:22](=[O:25])[CH2:23][CH3:24])[C:3]([O:5][CH2:6][C:7]1[C:12]([CH:13]([CH3:14])[CH3:15])=[CH:11][C:10]([CH:16]([CH3:17])[CH3:18])=[CH:9][C:8]=1[CH:19]([CH3:21])[CH3:20])=[O:4] |f:1.2.3|. Reported procedure: At 0° C., 444 mg of 2,4,6-triisopropylbenzyl 2-methyl-3-oxopentanoate (1.28 mmol) are dissolved in 10 ml of F-TEDA (0.145 M in MeCN, 1.45 mmol). After equilibration for 10 minutes, 1.28 ml of catalyst C7 (0.05 M in MeCN, 0.064 mmol, 5 mol %) are added dropwise and the resulting cloudy, lemon-yellow solution is stirred at 0° C. for 25 h. The reaction mixture is taken up in water and TBME, and the organic phase is separated off, washed twice with saturated aqueous NaCl solution and concentrated in... Solvent: O (water). Conditions: temperature 0 celsius, time 10 minute. The product is FC(C(=O)OCC1=C(C=C(C=C1C(C)C)C(C)C)C(C)C)(C(CC)=O)C (2,4,6-triisopropylbenzyl 2-fluoro-2-methyl-3-oxopentanoate). The yield is 89.2%. The reactants are O=C(CNC(C1=CC=C(C=C1)OC1=CC=CC=C1)=O)N1CCNCC1 (N-(2-Oxo-2-piperazin-1-yl-ethyl)-4-phenoxy-benzamide), CCN(C(C)C)C(C)C (DIPEA), O1C(=CC=C1)C(=O)O (furan-2-carboxylic acid), CCN=C=NCCCN(C)C (EDCI), C=1C=CC2=C(C1)N=NN2O (HOBT). Solvent: O (Water), CN(C)C=O (DMF). Conditions: time 8 hour. Yields the product O1C(=CC=C1)C(=O)N1CCN(CC1)C(CNC(C1=CC=C(C=C1)OC1=CC=CC=C1)=O)=O (N-{2-[4-(furan-2-carbonyl)-piperazin-1-yl]-2-oxo-ethyl}-4-phenoxy-benzamide). Isolated yield 65.0%. RXN SMILES: CCN(C(C)C)C(C)C.[O:10]1[CH:14]=[CH:13][CH:12]=[C:11]1[C:15]([OH:17])=O.CCN=C=NCCCN(C)C.C1C=CC2N(O)N=NC=2C=1.[O:39]=[C:40]([N:58]1[CH2:63][CH2:62][NH:61][CH2:60][CH2:59]1)[CH2:41][NH:42][C:43](=[O:57])[C:44]1[CH:49]=[CH:48][C:47]([O:50][C:51]2[CH:56]=[CH:55][CH:54]=[CH:53][CH:52]=2)=[CH:46][CH:45]=1>CN(C=O)C.O>[O:10]1[CH:14]=[CH:13][CH:12]=[C:11]1[C:15]([N:61]1[CH2:62][CH2:63][N:58]([C:40](=[O:39])[CH2:41][NH:42][C:43](=[O:57])[C:44]2[CH:45]=[CH:46][C:47]([O:50][C:51]3[CH:52]=[CH:53][CH:54]=[CH:55][CH:56]=3)=[CH:48][CH:49]=2)[CH2:59][CH2:60]1)=[O:17]. Reported procedure: DIPEA (0.091 mL, 0.53 mmol) was added drop wise to furan-2-carboxylic acid (23 mg, 0.21 mmol) in DMF (5 mL). EDCI (84 mg, 0.44 mmol) and HOBT (28 mg, 0.21 mmol) were added consecutively and, after 10 mins, N-(2-Oxo-2-piperazin-1-yl-ethyl)-4-phenoxy-benzamide (60 mg, 0.18 mmol) was added and the resulting mixture was stirred at room temperature overnight. Water was then added, and the resulting solid was filtered under reduced pressure to afford N-{2-[4-(furan-2-carbonyl)-piperazin-1-yl]-2-oxo-et... Starting materials: FC(C(F)(F)F)(O[Si](OCC)(OCC)C1=CC=CC=C1)F (pentafluorophenyltriethoxysilane), S(=O)(Cl)Cl (thionylchloride), Cl.[NH+]1=CC=CC=C1 (pyridinium hydrochloride). Run at time 18 hour. The product is FC(C(F)(F)F)(O[Si](OCC)(Cl)C1=CC=CC=C1)F (Pentafluorophenylchlorodiethoxysilane). As a reaction SMILES: [F:1][C:2]([F:21])([O:7][Si:8]([C:15]1[CH:20]=[CH:19][CH:18]=[CH:17][CH:16]=1)(OCC)[O:9][CH2:10][CH3:11])[C:3]([F:6])([F:5])[F:4].S(Cl)([Cl:24])=O.Cl.[NH+]1C=CC=CC=1>>[F:1][C:2]([F:21])([O:7][Si:8]([C:15]1[CH:20]=[CH:19][CH:18]=[CH:17][CH:16]=1)([Cl:24])[O:9][CH2:10][CH3:11])[C:3]([F:6])([F:5])[F:4] |f:2.3|. Reported procedure: 152.0 g (0.460 mol) pentafluorophenyltriethoxysilane, 34 mL (0.460 mol, 54.724 g) thionylchloride and 6.910 g (0.0598 mol) pyridinium hydrochloride are refluxed and stirred for 18 h. Pyridinium hydrochloride is precipitated at −78° C. and the solution is filtrated. Pentafluorophenylchlorodiethoxysilane is isolated by vacuum distillation.